From a dataset of the Open Reaction Database (ORD), a public repository of structured organic reaction records. describe an organic reaction: reactants, conditions, products, and yield Starting materials: [H-].[Na+] (Sodium hydride), ClC=1C(=C(C(=O)N(C)CCO)C=CC1F)F (3-chloro-2,4-difluoro-N-(2-hydroxyethyl)-N-methylbenzamide), O (Water). Run in CN(C)C=O (DMF). Conditions: time 16 hour. The product is ClC1=C(C=CC=2C(N(CCOC21)C)=O)F (9-Chloro-8-fluoro-4-methyl-3,4-dihydro-1,4-benzoxazepin-5(2H)-one). Isolated yield 84.3%. Reaction SMILES: [H-].[Na+].[Cl:3][C:4]1[C:5](F)=[C:6]([CH:14]=[CH:15][C:16]=1[F:17])[C:7]([N:9]([CH2:11][CH2:12][OH:13])[CH3:10])=[O:8].O>CN(C=O)C>[Cl:3][C:4]1[C:5]2[O:13][CH2:12][CH2:11][N:9]([CH3:10])[C:7](=[O:8])[C:6]=2[CH:14]=[CH:15][C:16]=1[F:17] |f:0.1|. Procedure: Sodium hydride (28 mg, 0.723 mmol, 60% dispersion in mineral oil) was added slowly to a solution of 3-chloro-2,4-difluoro-N-(2-hydroxyethyl)-N-methylbenzamide (180 mg, 0.723 mmol) in DMF (4 mL) and the reaction stirred at room temperature for 16 hours. Water was added to the reaction and the mixture was subsequently extracted with DCM (3×30 mL). The combined organic phases were washed with water (5×25 mL) and saturated brine solution then dried (MgSO4), filtered and evaporated to give the desire... Conditions: time 30 minute. Yields the product BrC=1C=C(C=CC1)N1C(N(N=C1)C(C1=CC=CC=C1)(C1=CC=CC=C1)C1=CC=CC=C1)=O (4-(3-bromophenyl)-2-(triphenylmethyl)-2,4-dihydro-3H-1,2,4-triazol-3-one). Starting materials: BrC=1C=C(C=CC1)N1C(NN=C1)=O (4-(3-bromophenyl)-2,4-dihydro-3H-1,2,4-triazol-3-one), [H-].[Na+] (NaH), ClC(C1=CC=CC=C1)(C1=CC=CC=C1)C1=CC=CC=C1 (1,1′,1″-(chloromethanetriyl)tribenzene). The solvent is CCOC(=O)C (EtOAc), CN(C)C=O (DMF). As a reaction SMILES: [Br:1][C:2]1[CH:3]=[C:4]([N:8]2[CH:12]=[N:11][NH:10][C:9]2=[O:13])[CH:5]=[CH:6][CH:7]=1.[H-].[Na+].Cl[C:17]([C:30]1[CH:35]=[CH:34][CH:33]=[CH:32][CH:31]=1)([C:24]1[CH:29]=[CH:28][CH:27]=[CH:26][CH:25]=1)[C:18]1[CH:23]=[CH:22][CH:21]=[CH:20][CH:19]=1>CN(C=O)C.CCOC(C)=O>[Br:1][C:2]1[CH:3]=[C:4]([N:8]2[CH:12]=[N:11][N:10]([C:17]([C:18]3[CH:23]=[CH:22][CH:21]=[CH:20][CH:19]=3)([C:30]3[CH:31]=[CH:32][CH:33]=[CH:34][CH:35]=3)[C:24]3[CH:25]=[CH:26][CH:27]=[CH:28][CH:29]=3)[C:9]2=[O:13])[CH:5]=[CH:6][CH:7]=1 |f:1.2|. Procedure details: A mixture of 4-(3-bromophenyl)-2,4-dihydro-3H-1,2,4-triazol-3-one (250 mg, 1.04 mmol) and NaH (50 mg of a 60% dispersion in mineral oil, 1.25 mmol) in DMF (3 mL) was stirred at room temperature for 30 min. To the solution was added 1,1′,1″-(chloromethanetriyl)tribenzene (305 mg, 1.09 mmol) and the mixture stirred at room temperature for 4 hr. The reaction mixture was diluted with EtOAc, washed with H2O and brine, dried over Na2SO4 then concentrated in vacu. The residue was purified by silica gel... Starting materials: CC(C)CC(NC(=O)OC(C)(C)C)C(=O)Nc1cnccn1, CCOC(C)=O, ClCCl, O=C(O)C(F)(F)F, O. The product is CC(C)CC(N)C(=O)Nc1cnccn1. Reaction SMILES: [C:1]([O:2][C:3](=[O:4])[NH:7][CH:8]([CH2:9][CH:10]([CH3:11])[CH3:12])[C:13]([NH:14][c:15]1[n:16][cH:17][cH:18][n:19][cH:20]1)=[O:21])([CH3:5])([CH3:6])[CH3:22].[CH3:33][CH2:34][O:35][C:36](=[O:37])[CH3:38].[Cl:23][CH2:24][Cl:25].[F:26][C:27]([F:28])([F:29])[C:30]([OH:31])=[O:32].[OH2:39]>>[NH2:7][CH:8]([CH2:9][CH:10]([CH3:11])[CH3:12])[C:13]([NH:14][c:15]1[n:16][cH:17][cH:18][n:19][cH:20]1)=[O:21]. The reactants are Cl (HCl), C(C)C1C=CNC1(C(=O)OCC)C(=O)OCC (4-ethyl-5,5-dicarboethoxy-2-pyrroline), [OH-].[Na+] (NaOH), [BH4-].[Na+] (sodium borohydride). The solvent is C(C)O (ethanol). Run at time 4 hour. Yields the product C(C)[C@H]1[C@@H](NCC1)C(=O)O (trans-3-ethyl-dl-proline). Isolated yield 75.6%. Reaction SMILES: [CH2:1]([CH:3]1[C:7](C(OCC)=O)([C:8]([O:10]CC)=[O:9])[NH:6][CH:5]=[CH:4]1)[CH3:2].[OH-].[Na+].[BH4-].[Na+].Cl>C(O)C>[CH2:1]([C@@H:3]1[CH2:4][CH2:5][NH:6][C@H:7]1[C:8]([OH:10])=[O:9])[CH3:2] |f:1.2,3.4|. Procedure details: The pyrroline (4.68 g, 19.5 mM) was added to a mixture of 1M NaOH (80 ml) and ethanol (80 ml) and the solution stirred at 50° for 4 hrs. The solution was then cooled, sodium borohydride (1.0 g) added, and stirred at 25° for a further 10 hours. The solution was then carefully acidified with dilute HCl to pH 4, concentrated and applied to a column of Dowex 50WX8 resin (H+ form, 100 ml) Elution with aqueous ammonia (2 M) yielded a solution which on evaporation gave trans-3-ethyl-dl-proline (2.1 g) ... The reactants are ClC(=O)N1C2=C(NC(C3=C1C=CC=C3)=O)C=CC=N2 (11-(chlorocarbonyl)-5,11-dihydro-6H-pyrido[2,3-b][1,4]benzodiazepin-6-one), C(C)N(CC)CC1N(CCCC1)CC(N)(C)C (2-[2-[(diethylamino)methyl]-piperidin-l-yl]-1,1-dimethyl-ethanamine), C(C)#N (acetonitrile). The solvent is C(C)(=O)OCC (ethyl acetate). Yields the product C(C)N(CC)CC1N(CCCC1)CC(C)(C)NC(=O)N1C2=C(NC(C3=C1C=CC=C3)=O)C=CC=N2 (11-[[[2-[2-[(Diethylamino)methyl]-piperidin-l-yl]-1,1-dimethyl-ethyl]amino]carbonyl]-5,11-dihydro-6H-pyrido[2,3-b][1,4]benzodiazepin-6-one). Yield: 62.0%. Reaction SMILES: Cl[C:2]([N:4]1[C:10]2[CH:11]=[CH:12][CH:13]=[CH:14][C:9]=2[C:8](=[O:15])[NH:7][C:6]2[CH:16]=[CH:17][CH:18]=[N:19][C:5]1=2)=[O:3].[CH2:20]([N:22]([CH2:25][CH:26]1[CH2:31][CH2:30][CH2:29][CH2:28][N:27]1[CH2:32][C:33]([CH3:36])([CH3:35])[NH2:34])[CH2:23][CH3:24])[CH3:21].C(#N)C>C(OCC)(=O)C>[CH2:20]([N:22]([CH2:25][CH:26]1[CH2:31][CH2:30][CH2:29][CH2:28][N:27]1[CH2:32][C:33]([NH:34][C:2]([N:4]1[C:10]2[CH:11]=[CH:12][CH:13]=[CH:14][C:9]=2[C:8](=[O:15])[NH:7][C:6]2[CH:16]=[CH:17][CH:18]=[N:19][C:5]1=2)=[O:3])([CH3:35])[CH3:36])[CH2:23][CH3:24])[CH3:21]. Reported procedure: Prepared analogously to Example 2 from 11-(chlorocarbonyl)-5,11-dihydro-6H-pyrido[2,3-b][1,4]benzodiazepin-6-one and 2-[2-[(diethylamino)methyl]-piperidin-l-yl]-1,1-dimethyl-ethanamine in a yield of 62% of theory. Colourless crystals, m.p. 160°-162° C. (acetonitrile and ethyl acetate). Reactants: ClC1=NC(=NC(=C1)OC)SC (4-Chloro-6-methoxy-2-(methylthio)pyrimidine), C1CC(=O)N(C1=O)I (NIS). The solvent is CC#N (MeCN). The product is ClC1=NC(=NC(=C1I)OC)SC (4-Chloro-5-iodo-6-methoxy-2-(methylthio)pyrimidine). As a reaction SMILES: [Cl:1][C:2]1[CH:7]=[C:6]([O:8][CH3:9])[N:5]=[C:4]([S:10][CH3:11])[N:3]=1.C1C(=O)N([I:19])C(=O)C1>CC#N>[Cl:1][C:2]1[C:7]([I:19])=[C:6]([O:8][CH3:9])[N:5]=[C:4]([S:10][CH3:11])[N:3]=1. Procedure details: Compound 2 (10 g, 52.5 mmol) was dissolved in MeCN (150 mL) and NIS (14.2 g, 62.9 mmol) was added. The solution was heated to reflux for 5 h and cooled to room temperature. The solvent was evaporated and the residue was dissolved in EtOAc. The organics were washed with sat. NaHCO3 and sat. NaS2O3, dried (MgSO4), filtered and concentrated to give the title compound as a white solid. 1H NMR (CDCl3) δ 4.04 (s, 3H), 2.54 (s, 3H); LCMS 2.64 min, 317 (M+H).